From a dataset of the Open Reaction Database (ORD), a public repository of structured organic reaction records. describe an organic reaction: reactants, conditions, products, and yield The reactants are ClCc1ccccc1, O=C(Cn1cnnn1)c1ccc(Cl)cc1Cl. Product: Clc1ccc(C(=Cn2cnnn2)OCc2ccccc2)c(Cl)c1. Reaction SMILES: [Cl:17][CH2:18][c:19]1[cH:20][cH:21][cH:22][cH:23][cH:24]1.[Cl:1][c:2]1[c:3]([C:9]([CH2:10][n:11]2[n:12][n:13][n:14][cH:15]2)=[O:16])[cH:4][cH:5][c:6]([Cl:8])[cH:7]1>>[Cl:1][c:2]1[c:3]([C:9](=[CH:10][n:11]2[n:12][n:13][n:14][cH:15]2)[O:16][CH2:18][c:19]2[cH:20][cH:21][cH:22][cH:23][cH:24]2)[cH:4][cH:5][c:6]([Cl:8])[cH:7]1. As a reaction SMILES: [CH2:19]([CH2:20][CH2:21][CH2:22][CH2:23][CH2:24][CH2:25][CH3:26])[O:27][C:28](=[O:29])[O:30][c:31]1[cH:32][cH:33][c:34]([C:35](=[O:36])[Cl:37])[cH:38][cH:39]1.[CH3:1][CH:2]([CH2:3][CH2:4][CH2:5][CH2:6][CH2:7][CH3:8])[O:9][C:10](=[O:11])[c:12]1[cH:13][cH:14][c:15]([OH:18])[cH:16][cH:17]1.[CH3:41][c:42]1[cH:43][cH:44][cH:45][cH:46][cH:47]1.[OH2:40].[cH:48]1[cH:49][cH:50][n:51][cH:52][cH:53]1>>[CH3:1][CH:2]([CH2:3][CH2:4][CH2:5][CH2:6][CH2:7][CH3:8])[O:9][C:10](=[O:11])[c:12]1[cH:13][cH:14][c:15]([O:18][C:35]([c:34]2[cH:33][cH:32][c:31]([O:30][C:28]([O:27][CH2:19][CH2:20][CH2:21][CH2:22][CH2:23][CH2:24][CH2:25][CH3:26])=[O:29])[cH:39][cH:38]2)=[O:36])[cH:16][cH:17]1. The reactants are CCCCCCCCOC(=O)Oc1ccc(C(=O)Cl)cc1, CCCCCCC(C)OC(=O)c1ccc(O)cc1, Cc1ccccc1, O, c1ccncc1. Yields the product CCCCCCCCOC(=O)Oc1ccc(C(=O)Oc2ccc(C(=O)OC(C)CCCCCC)cc2)cc1. Yields the product ClC(C(=O)O)CCCCCCCCCCCCCCCC (2-chlorostearic acid). Yield: 69.8%. RXN SMILES: [C:1]([OH:20])(=[O:19])[CH2:2][CH2:3][CH2:4][CH2:5][CH2:6][CH2:7][CH2:8][CH2:9][CH2:10][CH2:11][CH2:12][CH2:13][CH2:14][CH2:15][CH2:16][CH2:17][CH3:18].[Cl:21]N1C(=O)CCC1=O>C(Cl)(Cl)Cl.ClS(O)(=O)=O.C1C(=C(C#N)C#N)C=CC(=C(C#N)C#N)C=1>[Cl:21][CH:2]([CH2:3][CH2:4][CH2:5][CH2:6][CH2:7][CH2:8][CH2:9][CH2:10][CH2:11][CH2:12][CH2:13][CH2:14][CH2:15][CH2:16][CH2:17][CH3:18])[C:1]([OH:20])=[O:19]. Procedure details: Into a 50 ml 3-neck round bottom flask fitted with a condenser, thermometer, and magnetic stirrer were placed 11.4 g (0.04 mole) stearic acid, 8.0 g (0.06 mole) N-chlorosuccinimide, 0.1 ml (0.0015 mole) chlorosulfonic acid, and 0.04 g (0.0002 mole) TCNQ. The flask was placed in a heating bath set at 150° C. The mixture was stirred during heating, and a homogeneous liquid phase was formed. The solution temperature continued to rise above that of the heating bath, and a sudden exothermic reaction ... Solvent: C(Cl)(Cl)Cl (chloroform). The reagents and catalysts are ClS(=O)(=O)O (chlorosulfonic acid), C1=CC(=C(C#N)C#N)C=CC1=C(C#N)C#N (TCNQ). Starting materials: C(CCCCCCCCCCCCCCCCC)(=O)O (stearic acid), ClN1C(CCC1=O)=O (N-chlorosuccinimide). Conditions: temperature 220 celsius. Solvent: C(CC)O (n-propanol). Reported procedure: By replacing the 2,3-dichloropyrazine and anhydrous methanol used in Preparation 43 by equivalent quantities of the product of Step A and n-propanol and following the method described in Preparation 43, 2-amino-3-n-propoxy-5-methylpyrazine is obtained. The 2-amino group can be converted to the 2-hydroxy by the method described by Sharp et al, ibid., (see Route III) which when treated with phosphorus oxychloride by the method of Preparation 13, Step B, provides 2-chloro-3-n-propoxy-5-methylpyrazi... Reaction SMILES: Cl[C:2]1[C:7](Cl)=NC=CN=1.[CH3:9][OH:10].[NH2:11][C:12]1[C:17](Br)=[N:16][C:15]([CH3:19])=[CH:14][N:13]=1>C(O)CC>[NH2:11][C:12]1[C:17]([O:10][CH2:9][CH2:7][CH3:2])=[N:16][C:15]([CH3:19])=[CH:14][N:13]=1. Yields the product NC1=NC=C(N=C1OCCC)C (2-amino-3-n-propoxy-5-methylpyrazine). Reactants: ClC1=NC=CN=C1Cl (2,3-dichloropyrazine), CO (methanol), NC1=NC=C(N=C1Br)C (2-Amino-3-bromo-5-methylpyrazine). Starting materials: OCC1=CN=CS1 (5-(hydroxymethyl)thiazole), C(Cl)Cl (methylene chloride), ClC(=O)OC1=CC=C(C=C1)[N+](=O)[O-] (4-nitrophenyl chloroformate). The solvent is C(Cl)(Cl)Cl (CHCl3). Conditions: temperature 0 celsius, time 1 hour. Yields the product C1=CC(=CC=C1[N+](=O)[O-])OC(=O)OCC2=CN=CS2 (((5-Thiazolyl)methyl)-(4-nitrophenyl)carbonate). Yield: 78.0%. Reaction SMILES: [OH:1][CH2:2][C:3]1[S:7][CH:6]=[N:5][CH:4]=1.C(Cl)Cl.Cl[C:12]([O:14][C:15]1[CH:20]=[CH:19][C:18]([N+:21]([O-:23])=[O:22])=[CH:17][CH:16]=1)=[O:13]>C(Cl)(Cl)Cl>[CH:19]1[C:18]([N+:21]([O-:23])=[O:22])=[CH:17][CH:16]=[C:15]([O:14][C:12]([O:1][CH2:2][C:3]2[S:7][CH:6]=[N:5][CH:4]=2)=[O:13])[CH:20]=1. Reported procedure: A solution of 3.11 g (27 mmol) of 5-(hydroxymethyl)thiazole and excess N-methyl morphcline in 1 DO ml of methylene chloride was cooled to 0° C. and treated with 8.2 g (41 mmol) of 4-nitrophenyl chloroformate. After being stirred for 1 h, the reaction mixture was diluted with CHCl3, washed successively with 1N HCl, saturated aqueous NaHCO3, and saturated brine, dried over NaSO4, and concentrated in vacuo. The residue was purified by silica gel chromatography (SIO2, 1-2% MeOH/CHCl3, Rf=0.5 in 4% M... Reported procedure: In a dry three-neck flask equipped with a mechanical stirrer and an addition funnel was placed 78.8 g (0.21 moles) of pyridinium dichromate, Aldrich Chemical, see Tetrahedron Lett., 399 (1979), ibid., 731, (1980) and 200 ml of dry CH2Cl2. The mixture was vigorously stirred and a solution of 26.8 g (0.138 mole) of 2,2-dimethyl-3-(phenylmethoxy)propanol, the product of Example 1a, in 50 ml of CH2Cl2 was added in one portion. The reaction was followed by gas liquid chromatography (GC) and required ... Run in C(Cl)Cl (CH2Cl2), C(Cl)Cl (CH2Cl2). The product is CC(C=O)(COCC1=CC=CC=C1)C (2,2-Dimethyl-3-(phenylmethoxy)-propionaldehyde). The reactants are CC(CO)(COCC1=CC=CC=C1)C (2,2-dimethyl-3-(phenylmethoxy)propanol), product, [Cr](=O)(=O)([O-])O[Cr](=O)(=O)[O-].[NH+]1=CC=CC=C1.[NH+]1=CC=CC=C1 (pyridinium dichromate), C(C)OCC (ethyl ether). RXN SMILES: [Cr](O[Cr]([O-])(=O)=O)([O-])(=O)=O.[NH+]1C=CC=CC=1.[NH+]1C=CC=CC=1.[CH3:22][C:23]([CH3:35])([CH2:26][O:27][CH2:28][C:29]1[CH:34]=[CH:33][CH:32]=[CH:31][CH:30]=1)[CH2:24][OH:25].C(OCC)C>C(Cl)Cl>[CH3:22][C:23]([CH3:35])([CH2:26][O:27][CH2:28][C:29]1[CH:34]=[CH:33][CH:32]=[CH:31][CH:30]=1)[CH:24]=[O:25] |f:0.1.2|. Starting materials: COC(=O)[C@H]1N(C[C@@H](C1)S(=O)(=O)C1=C(C=CC=C1)C(F)(F)F)C(CC(C)=O)=O ((2S,4R)-1-(3-oxo-butyryl)-4-(2-trifluoromethyl-benzenesulfonyl)-pyrrolidine-2-carboxylic acid methyl ester), COC=1C=CC(=CC1)P2(=S)SP(=S)(S2)C=3C=CC(=CC3)OC (Lawesson's reagent), C(C1=CC=CC=C1)OC(=O)N1CCC(CC1)NN (4-hydrazino-piperidine-1-carboxylic acid benzyl ester). Product: C(C1=CC=CC=C1)OC(=O)N1CCC(CC1)N1N=C(C=C1N1[C@@H](C[C@H](C1)S(=O)(=O)C1=C(C=CC=C1)C(F)(F)F)C(=O)OC)C (4-{5-[(2S,4R)-2-Methoxycarbonyl-4-(2-trifluoromethyl-benzenesulfonyl)-pyrrolidin-1-yl]-3-methyl-pyrazol-1-yl}-piperidine-1-carboxylic acid Benzyl Ester). As a reaction SMILES: [CH3:1][O:2][C:3]([C@@H:5]1[CH2:9][C@@H:8]([S:10]([C:13]2[CH:18]=[CH:17][CH:16]=[CH:15][C:14]=2[C:19]([F:22])([F:21])[F:20])(=[O:12])=[O:11])[CH2:7][N:6]1[C:23](=O)[CH2:24][C:25](=O)[CH3:26])=[O:4].COC1C=CC(P2(SP(C3C=CC(OC)=CC=3)(=S)S2)=S)=CC=1.[CH2:51]([O:58][C:59]([N:61]1[CH2:66][CH2:65][CH:64]([NH:67][NH2:68])[CH2:63][CH2:62]1)=[O:60])[C:52]1[CH:57]=[CH:56][CH:55]=[CH:54][CH:53]=1>>[CH2:51]([O:58][C:59]([N:61]1[CH2:62][CH2:63][CH:64]([N:67]2[C:23]([N:6]3[CH2:7][C@H:8]([S:10]([C:13]4[CH:18]=[CH:17][CH:16]=[CH:15][C:14]=4[C:19]([F:22])([F:21])[F:20])(=[O:12])=[O:11])[CH2:9][C@H:5]3[C:3]([O:2][CH3:1])=[O:4])=[CH:24][C:25]([CH3:26])=[N:68]2)[CH2:65][CH2:66]1)=[O:60])[C:52]1[CH:57]=[CH:56][CH:55]=[CH:54][CH:53]=1. Reported procedure: In analogy to the procedure described in example 308d, (2S,4R)-1-(3-oxo-butyryl)-4-(2-trifluoromethyl-benzenesulfonyl)-pyrrolidine-2-carboxylic acid methyl ester (example 192f) was reacted with Lawesson's reagent (CAS Reg. No. 19172-47-5) and 4-hydrazino-piperidine-1-carboxylic acid benzyl ester (CAS Reg. No. 280111-51-5) to give the title compound as yellow oil. Reactants: ( 30 ), CN1C2=C(C3=CC=CC=C13)C=C(S2)C(=O)Cl (8-Methylthieno[2,3-b]indole-2-carbonyl chloride), CN1CCNCC1 (N-methylpiperazine). Run at time 14 day. Yields the product CN1C2=C(C3=CC=CC=C13)C=C(S2)C(=O)N2CCN(CC2)C (8-Methyl-2-(4-methyl-1-piperazinylcarbonyl )thieno[2,3-b ]indole). Yield: 64.7%. RXN SMILES: [CH3:1][N:2]1[C:10]2[C:5](=[CH:6][CH:7]=[CH:8][CH:9]=2)[C:4]2[CH:11]=[C:12]([C:14](Cl)=[O:15])[S:13][C:3]1=2.[CH3:17][N:18]1[CH2:23][CH2:22][NH:21][CH2:20][CH2:19]1>>[CH3:1][N:2]1[C:10]2[C:5](=[CH:6][CH:7]=[CH:8][CH:9]=2)[C:4]2[CH:11]=[C:12]([C:14]([N:21]3[CH2:22][CH2:23][N:18]([CH3:17])[CH2:19][CH2:20]3)=[O:15])[S:13][C:3]1=2. Procedure details: Preparation as for (30) from (26) (0.96 g) and N-methylpiperazine (0.46 g), stirring for 14 days, rinse up on silica gel column using dichloromethane/methanol (9/1) as eluent. Precipitation as the oxalate salt gave (31) (0.78 g), m.p. 219.1°-219.5° C. Reactants: C(C)(=O)OC1=C(C(=O)Cl)C=C(C=C1)Cl (2-acetoxy-5-chlorobenzoyl chloride), C(CC#N)#N (malononitrile). The product is NC=1OC2=C(C(C1C#N)=O)C=C(C=C2)Cl (2-amino-6-chloro-4-oxo-4H-1-benzopyran-3-carbonitrile). As a reaction SMILES: C([O:4][C:5]1[CH:13]=[CH:12][C:11]([Cl:14])=[CH:10][C:6]=1[C:7](Cl)=[O:8])(=O)C.[C:15](#[N:19])[CH2:16][C:17]#[N:18]>>[NH2:18][C:17]1[O:4][C:5]2[CH:13]=[CH:12][C:11]([Cl:14])=[CH:10][C:6]=2[C:7](=[O:8])[C:16]=1[C:15]#[N:19]. Procedure details: -- In the same way as described in Example 3, 2-acetoxy-5-chlorobenzoyl chloride and malononitrile are reacted to give crystals, mp 340°C.